describe an organic reaction: reactants, conditions, products, and yield From a dataset of the Open Reaction Database (ORD), a public repository of structured organic reaction records. Reactants: O=C1CCCN1C1CCC2(O)C3Cc4ccc(OCc5ccccc5)c5c4C2(CCN3CC2CC2)C1O5, FC(F)(F)Oc1ccc(CBr)cc1. Product: O=C1C(Cc2ccc(OC(F)(F)F)cc2)CCN1C1CCC2(O)C3Cc4ccc(OCc5ccccc5)c5c4C2(CCN3CC2CC2)C1O5. RXN SMILES: [CH2:1]([c:2]1[cH:3][cH:4][cH:5][cH:6][cH:7]1)[O:8][c:9]1[cH:10][cH:11][c:12]2[c:21]3[c:22]1[O:23][CH:19]1[CH:18]([N:31]4[C:32](=[O:36])[CH2:33][CH2:34][CH2:35]4)[CH2:17][CH2:16][C:15]4([OH:37])[CH:14]([CH2:13]2)[N:26]([CH2:27][CH:28]2[CH2:29][CH2:30]2)[CH2:25][CH2:24][C:20]413.[F:38][C:39]([O:40][c:41]1[cH:42][cH:43][c:44]([CH2:45][Br:46])[cH:47][cH:48]1)([F:49])[F:50]>>[CH2:1]([c:2]1[cH:3][cH:4][cH:5][cH:6][cH:7]1)[O:8][c:9]1[cH:10][cH:11][c:12]2[c:21]3[c:22]1[O:23][CH:19]1[CH:18]([N:31]4[C:32](=[O:36])[CH:33]([CH2:45][c:44]5[cH:43][cH:42][c:41]([O:40][C:39]([F:38])([F:49])[F:50])[cH:48][cH:47]5)[CH2:34][CH2:35]4)[CH2:17][CH2:16][C:15]4([OH:37])[CH:14]([CH2:13]2)[N:26]([CH2:27][CH:28]2[CH2:29][CH2:30]2)[CH2:25][CH2:24][C:20]413. Starting materials: COC(=O)c1ccc(CBr)cc1, [Cl-], [H-], O=C1CCCCN1, [Na+], [Na+], CN(C)C=O. Yields the product COC(=O)c1ccc(CN2CCCCC2=O)cc1. As a reaction SMILES: [Br:10][CH2:11][c:12]1[cH:13][cH:14][c:15]([C:16](=[O:17])[O:18][CH3:19])[cH:20][cH:21]1.[Cl-:23].[H-:1].[NH:3]1[C:4](=[O:9])[CH2:5][CH2:6][CH2:7][CH2:8]1.[Na+:22].[Na+:2].[O:24]=[CH:25][N:26]([CH3:27])[CH3:28]>>[N:3]1([CH2:11][c:12]2[cH:13][cH:14][c:15]([C:16](=[O:17])[O:18][CH3:19])[cH:20][cH:21]2)[C:4](=[O:9])[CH2:5][CH2:6][CH2:7][CH2:8]1. The reactants are [O-]CC.[Na+] (sodium ethoxide), C(C)(=O)OC(C)C1=NC(=C2NC(N(C2=N1)C1=C(C=C(C(=C1)OCC1=C(C(=CC=C1OC)F)F)OCC(=O)OCC)Cl)=O)OC (2-(1-acetyloxyethyl)-9-[2-chloro-4-ethoxycarbonylmethoxy-5-(2,3-difluoro-6-methoxybenzyloxy)phenyl]-6-methoxy-7,9-dihydro-8H-purin-8-one), NC1=CC(=C(OCC(=O)OCC)C=C1Cl)OCC1=C(C=CC=C1OC)F (ethyl 2-[4-amino-5-chloro-2-(2-fluoro-6-methoxy-benzyloxy)phenoxy]acetate), C(C)(=O)OC(C)C1=NC(=C(C(=N1)Cl)[N+](=O)[O-])OC (2-(1-acetyloxyethyl)-4-chloro-6-methoxy-5-nitropyrimidine), NC1=CC(=C(OCC(=O)OCC)C=C1Cl)OCC1=C(C(=CC=C1OC)F)F (ethyl 2-[4-amino-5-chloro-2-(2,3-difluoro-6-methoxybenzyloxy)phenoxy]acetate), Cl (hydrochloric acid). Solvent: C(C)O (ethanol), O1CCCC1 (tetrahydrofuran). Conditions: time 3 hour. Yields the product ClC1=C(C=C(C(=C1)OCC(=O)OCC)OCC1=C(C(=CC=C1OC)F)F)N1C2=NC(=NC(=C2NC1=O)OC)C(C)O (9-[2-Chloro-4-ethoxycarbonylmethoxy-5-(2,3-difluoro-6-methoxybenzyloxy)phenyl]-2-(1-hydroxyethyl)-6-methoxy-7,9-dihydro-8H-purin-8-one). Isolated yield 55.2%. RXN SMILES: C([O:4][CH:5]([C:7]1[N:15]=[C:14]2[C:10]([NH:11][C:12](=[O:42])[N:13]2[C:16]2[CH:21]=[C:20]([O:22][CH2:23][C:24]3[C:29]([O:30][CH3:31])=[CH:28][CH:27]=[C:26]([F:32])[C:25]=3[F:33])[C:19]([O:34][CH2:35][C:36]([O:38][CH2:39][CH3:40])=[O:37])=[CH:18][C:17]=2[Cl:41])=[C:9]([O:43][CH3:44])[N:8]=1)[CH3:6])(=O)C.C(OC(C1N=C(Cl)C([N+]([O-])=O)=C(OC)N=1)C)(=O)C.NC1C(Cl)=CC(OCC(OCC)=O)=C(OCC2C(OC)=CC=C(F)C=2F)C=1.NC1C(Cl)=CC(OCC(OCC)=O)=C(OCC2C(OC)=CC=CC=2F)C=1.[O-]CC.[Na+].Cl>C(O)C.O1CCCC1>[Cl:41][C:17]1[CH:18]=[C:19]([O:34][CH2:35][C:36]([O:38][CH2:39][CH3:40])=[O:37])[C:20]([O:22][CH2:23][C:24]2[C:29]([O:30][CH3:31])=[CH:28][CH:27]=[C:26]([F:32])[C:25]=2[F:33])=[CH:21][C:16]=1[N:13]1[C:12](=[O:42])[NH:11][C:10]2[C:14]1=[N:15][C:7]([CH:5]([OH:4])[CH3:6])=[N:8][C:9]=2[O:43][CH3:44] |f:4.5|. Procedure: To a solution of 2-(1-acetyloxyethyl)-9-[2-chloro-4-ethoxycarbonylmethoxy-5-(2,3-difluoro-6-methoxybenzyloxy)phenyl]-6-methoxy-7,9-dihydro-8H-purin-8-one (0.33 g), which was prepared in a similar manner to that described in Example 171 using 2-(1-acetyloxyethyl)-4-chloro-6-methoxy-5-nitropyrimidine and ethyl 2-[4-amino-5-chloro-2-(2,3-difluoro-6-methoxybenzyloxy)phenoxy]acetate instead of 4-chloro-6-methoxy-2-methoxymethyl-5-nitropyrimidine and ethyl 2-[4-amino-5-chloro-2-(2-fluoro-6-methoxy-ben... Reactants: [H][H] (hydrogen), CN(C=1C=C(C#N)C=CC1[N+](=O)[O-])C (3-(dimethylamino)-4-nitrobenzonitrile). The reagents and catalysts are [Pd] (palladium on carbon). The solvent is CO (methanol). Conditions: time 8 hour. Product: 12.8, NC1=C(C=C(C#N)C=C1)N(C)C (4-amino-3-(dimethylamino)benzonitrile). As a reaction SMILES: [CH3:1][N:2]([CH3:14])[C:3]1[CH:4]=[C:5]([CH:8]=[CH:9][C:10]=1[N+:11]([O-])=O)[C:6]#[N:7].[H][H]>[Pd].CO>[NH2:11][C:10]1[CH:9]=[CH:8][C:5]([C:6]#[N:7])=[CH:4][C:3]=1[N:2]([CH3:14])[CH3:1]. Procedure details: To 16 g (84 mmol) of 3-(dimethylamino)-4-nitrobenzonitrile was added 1 g of palladium on carbon (10%, w/w) and 100 mL of methanol. The mixture was saturated with hydrogen and stirred at room temperature overnight. The palladium on carbon was then filtered off. Concentration of the filtration gave 12.8 of a dark-red solid as the desired product. MS ESI (m/z) 162 (M+1)+. Starting materials: BrC=1C=C2C(CCC(C2=CC1)(O)C(C)C)(C)C (6-bromo-1-isopropyl-4,4-dimethyl-1,2,3,4-tetrahydro-naphthalen-1-ol), BrC=1C=C2C(CCC(C2=CC1)(O)C(C)C)(C)C (6-bromo-1-isopropyl-4,4-dimethyl-1,2,3,4-tetrahydro-naphthalen-1-ol), BrC1=CC=C(C(=O)OCC)C=C1 (ethyl 4-bromobenzoate). Product: BrC1=CC=C2C(=CCC(C2=C1)(C)C)C(C)C (7-Bromo-4-isopropyl-1,1-dimethyl-1,2-dihydro-naphthalene). As a reaction SMILES: [Br:1][C:2]1[CH:3]=[C:4]2[C:9](=[CH:10][CH:11]=1)[C:8]([CH:13]([CH3:15])[CH3:14])(O)[CH2:7][CH2:6][C:5]2([CH3:17])[CH3:16].BrC1C=CC(C(OCC)=O)=CC=1>>[Br:1][C:2]1[CH:3]=[C:4]2[C:9]([C:8]([CH:13]([CH3:15])[CH3:14])=[CH:7][CH2:6][C:5]2([CH3:16])[CH3:17])=[CH:10][CH:11]=1. Procedure: Following General Procedure J, 6-bromo-1-isopropyl-4,4-dimethyl-1,2,3,4-tetrahydro-naphthalen-1-ol (Compound 76, 0.85 g, 2.9 mmol), was reacted with ethyl 4-bromobenzoate to give the title compound as a yellow oil. Product: CCCCCCCCc1ccc2c(c1)CCC(C(NC(C)=O)(C(=O)OCC)C(=O)OCC)C2O. Starting materials: [BH4-], CCCCCCCCc1ccc2c(c1)CCC(C(NC(C)=O)(C(=O)OCC)C(=O)OCC)C2=O, CCO, [Na+]. Reaction SMILES: [BH4-:1].[CH2:3]([CH3:4])[O:5][C:6]([C:7]([C:8](=[O:9])[O:10][CH2:11][CH3:12])([CH:13]1[C:14](=[O:31])[c:15]2[cH:16][cH:17][c:18]([CH2:23][CH2:24][CH2:25][CH2:26][CH2:27][CH2:28][CH2:29][CH3:30])[cH:19][c:20]2[CH2:21][CH2:22]1)[NH:32][C:33]([CH3:34])=[O:35])=[O:36].[CH3:37][CH2:38][OH:39].[Na+:2]>>[CH2:3]([CH3:4])[O:5][C:6]([C:7]([C:8](=[O:9])[O:10][CH2:11][CH3:12])([CH:13]1[CH:14]([OH:31])[c:15]2[cH:16][cH:17][c:18]([CH2:23][CH2:24][CH2:25][CH2:26][CH2:27][CH2:28][CH2:29][CH3:30])[cH:19][c:20]2[CH2:21][CH2:22]1)[NH:32][C:33]([CH3:34])=[O:35])=[O:36]. Reactants: CC(C)(C)OC(=O)n1cccc1-c1ccc2c(c1)C(C)(C)OCC(=O)N2, O=C=NS(=O)(=O)Cl. Yields the product CC(C)(C)OC(=O)n1c(C#N)ccc1-c1ccc2c(c1)C(C)(C)OCC(=O)N2. As a reaction SMILES: [C:1]([CH3:2])([CH3:3])([CH3:4])[O:5][C:6](=[O:7])[n:8]1[c:9](-[c:13]2[cH:14][cH:15][c:16]3[c:17]([cH:26]2)[C:18]([CH3:24])([CH3:25])[O:19][CH2:20][C:21](=[O:23])[NH:22]3)[cH:10][cH:11][cH:12]1.[Cl:27][S:28](=[O:30])([N:31]=[C:32]=[O:29])=[O:33]>>[C:1]([CH3:2])([CH3:3])([CH3:4])[O:5][C:6](=[O:7])[n:8]1[c:9](-[c:13]2[cH:14][cH:15][c:16]3[c:17]([cH:26]2)[C:18]([CH3:24])([CH3:25])[O:19][CH2:20][C:21](=[O:23])[NH:22]3)[cH:10][cH:11][c:12]1[C:32]#[N:31].